Dataset: the Open Reaction Database (ORD), a public repository of structured organic reaction records. Task: describe an organic reaction: reactants, conditions, products, and yield Reactants: O=C(OOC(=O)c1ccccc1)c1ccccc1, CCOC(=O)c1sc(-c2ccc(C(F)(F)F)cc2)nc1C, ClCCl, O=C1CCC(=O)N1Br. The product is CCOC(=O)c1sc(-c2ccc(C(F)(F)F)cc2)nc1CBr. RXN SMILES: [C:22]([O:23][O:24][C:25](=[O:26])[c:27]1[cH:28][cH:29][cH:30][cH:31][cH:32]1)(=[O:33])[c:34]1[cH:35][cH:36][cH:37][cH:38][cH:39]1.[CH2:1]([CH3:2])[O:3][C:4](=[O:5])[c:6]1[c:7]([CH3:21])[n:8][c:9](-[c:11]2[cH:12][cH:13][c:14]([C:17]([F:18])([F:19])[F:20])[cH:15][cH:16]2)[s:10]1.[Cl:48][CH2:49][Cl:50].[O:40]=[C:41]1[N:42]([Br:47])[C:43](=[O:44])[CH2:45][CH2:46]1>>[CH2:1]([CH3:2])[O:3][C:4](=[O:5])[c:6]1[c:7]([CH2:21][Br:47])[n:8][c:9](-[c:11]2[cH:12][cH:13][c:14]([C:17]([F:18])([F:19])[F:20])[cH:15][cH:16]2)[s:10]1.